This data is from the Open Reaction Database (ORD), a public repository of structured organic reaction records. The task is: describe an organic reaction: reactants, conditions, products, and yield Reactants: CC1([C@@H]([C@@H]1\C=C(/C(OCC)=O)\F)C(=O)O[C@@H](C1=CC(=CC=C1)OC1=CC=CC=C1)C#N)C ((S)α-cyano-3-phenoxy-benzyl (1R,cis) 2,2-dimethyl-3(E)-[2-fluoro-3-oxo-3-ethoxy-propenyl]-cyclopropane-1-carboxylate), O1CCOCC1 (dioxane), O (water), C1(=CC=C(C=C1)S(=O)(=O)O)C (p-toluene sulfonic acid). The solvent is C(Cl)Cl (Methylene chloride). Yields the product CC1([C@@H]([C@@H]1\C=C(/C(O)=O)\F)C(=O)O[C@@H](C1=CC(=CC=C1)OC1=CC=CC=C1)C#N)C ((S)α-cyano-3-phenoxy-benzyl (1R,cis) 2,2-dimethyl-3(E)-[2-fluoro-3-oxo-3-hydroxy-propenyl]-cyclopropane-1-carboxylate). Yield: 41.9%. Reaction SMILES: [CH3:1][C:2]1([CH3:32])[C@@H:4](/[CH:5]=[C:6](/[F:12])\[C:7](=[O:11])[O:8]CC)[C@H:3]1[C:13]([O:15][C@H:16]([C:30]#[N:31])[C:17]1[CH:22]=[CH:21][CH:20]=[C:19]([O:23][C:24]2[CH:29]=[CH:28][CH:27]=[CH:26][CH:25]=2)[CH:18]=1)=[O:14].O1CCOCC1.O.C1(C)C=CC(S(O)(=O)=O)=CC=1>C(Cl)Cl>[CH3:1][C:2]1([CH3:32])[C@@H:4](/[CH:5]=[C:6](/[F:12])\[C:7](=[O:8])[OH:11])[C@H:3]1[C:13]([O:15][C@H:16]([C:30]#[N:31])[C:17]1[CH:22]=[CH:21][CH:20]=[C:19]([O:23][C:24]2[CH:29]=[CH:28][CH:27]=[CH:26][CH:25]=2)[CH:18]=1)=[O:14]. Procedure: A solution of 2.5 g of (S)α-cyano-3-phenoxy-benzyl (1R,cis) 2,2-dimethyl-3(E)-[2-fluoro-3-oxo-3-ethoxy-propenyl]-cyclopropane-1-carboxylate, 10 ml of dioxane, 2.5 ml of water and 1 g of p-toluene sulfonic acid manohydrate was refluxed for 24 hours and then allowed to cool to room temperature. Methylene chloride was added to the mixture and the organic phase was washed with water, dried and evaporated to dryness under reduced pressure. The residue was chromatographed over silica gel and was elute... Reactants: ClC1=C(C=O)C(=CC=N1)I (2-chloro-4-iodonicotinaldehyde), CC(C#N)(C)C1=NC(=CC=C1)B1OCCN(CCO1)C1=CC=CC=C1 (2-methyl-2-(6-(6-phenyl-1,3,6,2-dioxazaborocan-2-yl)pyridin-2-yl)propanenitrile), C1(=C(C=CC=C1)P(C1=C(C=CC=C1)C)C1=C(C=CC=C1)C)C (tri-o-tolylphosphine), C([O-])([O-])=O.[K+].[K+] (potassium carbonate). Reagents/catalysts: C(C)(=O)[O-].[Pd+2].C(C)(=O)[O-] (palladium acetate), [Cu]I (copper(I) iodide). Solvent: O1CCCC1 (tetrahydrofuran). Yields the product ClC1=NC=CC(=C1C=O)C1=NC(=CC=C1)C(C#N)(C)C (2-(2′-chloro-3′-formyl-2,4′-bipyridin-6-yl)-2-methylpropanenitrile). Yield: 73.5%. RXN SMILES: [Cl:1][C:2]1[N:9]=[CH:8][CH:7]=[C:6](I)[C:3]=1[CH:4]=[O:5].[CH3:11][C:12]([C:16]1[CH:21]=[CH:20][CH:19]=[C:18](B2OCCN(C3C=CC=CC=3)CCO2)[N:17]=1)([CH3:15])[C:13]#[N:14].C1(C)C=CC=CC=1P(C1C=CC=CC=1C)C1C=CC=CC=1C.C(=O)([O-])[O-].[K+].[K+]>O1CCCC1.C([O-])(=O)C.[Pd+2].C([O-])(=O)C.[Cu]I>[Cl:1][C:2]1[C:3]([CH:4]=[O:5])=[C:6]([C:18]2[CH:19]=[CH:20][CH:21]=[C:16]([C:12]([CH3:15])([CH3:11])[C:13]#[N:14])[N:17]=2)[CH:7]=[CH:8][N:9]=1 |f:3.4.5,7.8.9|. Procedure details: A suspension of 2-chloro-4-iodonicotinaldehyde (90.3 mg, 0.338 mmol)(prepared via J. Org. Chem., 1993, 58, 7832), 2-methyl-2-(6-(6-phenyl-1,3,6,2-dioxazaborocan-2-yl)pyridin-2-yl)propanenitrile (226 mg, 0.675 mmol), tri-o-tolylphosphine (21 mg, 0.068 mmol), palladium acetate (5 mol %, 3.8 mg, 0.017 mmol), potassium carbonate (93 mg, 0.675 mmol) and copper(I) iodide (26 mg, 0.135 mmol) in tetrahydrofuran (5 ml) was heated at reflux under nitrogen for 75 minutes. The mixture was cooled down to roo... Reactants: O(C1=CC=CC=C1)C=1C=C(C(=O)N)C=CC1 (3-Phenoxybenzamide), [H-].[H-].[H-].[H-].[Li+].[Al+3] (LAH). The solvent is C1CCOC1 (THF), C1CCOC1 (THF). Reaction conditions: temperature -5 celsius. Yields the product O(C1=CC=CC=C1)C=1C=C(CN)C=CC1 (3-Phenoxybenzylamine). The yield is 97.1%. Reaction SMILES: [O:1]([C:8]1[CH:9]=[C:10]([CH:14]=[CH:15][CH:16]=1)[C:11]([NH2:13])=O)[C:2]1[CH:7]=[CH:6][CH:5]=[CH:4][CH:3]=1.[H-].[H-].[H-].[H-].[Li+].[Al+3]>C1COCC1>[O:1]([C:8]1[CH:9]=[C:10]([CH:14]=[CH:15][CH:16]=1)[CH2:11][NH2:13])[C:2]1[CH:3]=[CH:4][CH:5]=[CH:6][CH:7]=1 |f:1.2.3.4.5.6|. Procedure details: A solution of the product from step (a) (6.5 g) in THF (75 ml) was added under N2 over 15 minutes to a stirred suspension of LAH (2.3 g) in THF (100 ml). After addition was complete, the mixture was refluxed for 5.5 hours, then cooled to -5° C., excess LAH destroyed by the careful addition of 15% w/v aqu. NaOH (100 ml), and the mixture taken up in water (150 ml) and ether (200 ml). The aqueous phase was separated, extracted with ether and the combined ether solutions washed with 2N aqu. NaOH (2×... Product: Cc1cc(OCC(F)F)cc2c1C(=O)N(Cc1ccc(OC(F)(F)F)cc1)C2. Starting materials: Cc1cc(Br)cc2c1C(=O)N(Cc1ccc(OC(F)(F)F)cc1)C2, O=C([O-])[O-], Cc1ccccc1, [Cs+], [Cs+], OCC(F)F, CC(=O)[O-], CC(=O)[O-], [Pd+2]. Reaction SMILES: [Br:1][c:2]1[cH:3][c:4]2[c:8]([c:9]([CH3:11])[cH:10]1)[C:7](=[O:12])[N:6]([CH2:13][c:14]1[cH:15][cH:16][c:17]([O:20][C:21]([F:22])([F:23])[F:24])[cH:18][cH:19]1)[CH2:5]2.[C:25](=[O:26])([O-:27])[O-:28].[CH3:36][c:37]1[cH:38][cH:39][cH:40][cH:41][cH:42]1.[Cs+:29].[Cs+:30].[F:31][CH:32]([CH2:33][OH:34])[F:35].[O-:44][C:45]([CH3:46])=[O:47].[O-:48][C:49]([CH3:50])=[O:51].[Pd+2:43]>>[c:2]1([O:34][CH2:33][CH:32]([F:31])[F:35])[cH:3][c:4]2[c:8]([c:9]([CH3:11])[cH:10]1)[C:7](=[O:12])[N:6]([CH2:13][c:14]1[cH:15][cH:16][c:17]([O:20][C:21]([F:22])([F:23])[F:24])[cH:18][cH:19]1)[CH2:5]2. Reactants: CC=1C=NC(=C(C1OC)C)C[S+](C=2[N-]C=3C=CC(=CC3N2)OC)[O-].[Na+] (Esomeprazole sodium), [Mg+2].[Cl-].[Cl-] (MgCl2). Solvent: O (water), O (water). Run at time 1 hour. The product is CC=1C=NC(=C(C1OC)C)C[S+](C=2[N-]C=3C=CC(=CC3N2)OC)[O-].CC=1C=NC(=C(C1OC)C)C[S+](C=2[N-]C=3C=CC(=CC3N2)OC)[O-].[Mg+2] (Esomeprazole Magnesium). RXN SMILES: [CH3:1][C:2]1[CH:3]=[N:4][C:5]([CH2:11][S+:12]([O-:24])[C:13]2[N-:14][C:15]3[CH:16]=[CH:17][C:18]([O:22][CH3:23])=[CH:19][C:20]=3[N:21]=2)=[C:6]([CH3:10])[C:7]=1[O:8][CH3:9].[Na+].[Mg+2:26].[Cl-].[Cl-]>O>[CH3:1][C:2]1[CH:3]=[N:4][C:5]([CH2:11][S+:12]([O-:24])[C:13]2[N-:14][C:15]3[CH:16]=[CH:17][C:18]([O:22][CH3:23])=[CH:19][C:20]=3[N:21]=2)=[C:6]([CH3:10])[C:7]=1[O:8][CH3:9].[CH3:1][C:2]1[CH:3]=[N:4][C:5]([CH2:11][S+:12]([O-:24])[C:13]2[N-:14][C:15]3[CH:16]=[CH:17][C:18]([O:22][CH3:23])=[CH:19][C:20]=3[N:21]=2)=[C:6]([CH3:10])[C:7]=1[O:8][CH3:9].[Mg+2:26] |f:0.1,2.3.4,6.7.8|. Reported procedure: Esomeprazole sodium (5 g; 13.61 mmol; e.e. of 99.98%), was dissolved in DM water (63 ml) and filtered. To the filtrate, anhydrous MgCl2 (0.648 g; 6.8 mmol) dissolved in DM water (25 ml) was added drop wise and stirred for 1 h. The precipitated product was filtered, washed with DM water and dried under reduced pressure at 40° C. to yield of amorphous esomeprazole magnesium trihydrate. Reactants: Cl.NC1=C(C(=NN1C)C)C (5-Amino-1,3,4-trimethyl pyrazole hydrochloride), C(C)(=O)N1C=NC(C1)=O (1-acetyl-2-imidazolinone). The product is C(C)(=O)N1C(=NCC1)NC1=C(C(=NN1C)C)C (1-Acetyl-2(1,3,4-trimethyl-5-pyrazolyl) amino-2-imidazoline). As a reaction SMILES: Cl.[NH2:2][C:3]1[N:7]([CH3:8])[N:6]=[C:5]([CH3:9])[C:4]=1[CH3:10].[C:11]([N:14]1[CH2:18][C:17](=O)[N:16]=[CH:15]1)(=[O:13])[CH3:12]>>[C:11]([N:14]1[CH2:18][CH2:17][N:16]=[C:15]1[NH:2][C:3]1[N:7]([CH3:8])[N:6]=[C:5]([CH3:9])[C:4]=1[CH3:10])(=[O:13])[CH3:12] |f:0.1|. Procedure: 5-Amino-1,3,4-trimethyl pyrazole hydrochloride (8.00 g.) and 1-acetyl-2-imidazolinone (7.05 g.) were reacted as described in Example I to give 7.90 g. mp 212°-215° (crystallized from CH3CN) Starting materials: C(C1=CC=CC=C1)N1C=C(C2=CC(=CC=C12)C(=O)OC)C=O (methyl 1-benzyl-3-formyl-1H-indole-5-carboxylate), C(C)[SiH](CC)CC (triethylsilane). Run in FC(C(=O)O)(F)F (trifluoroacetic acid). Run at time 3 hour. Product: C(C1=CC=CC=C1)N1CC(C2=CC(=CC=C12)C(=O)OC)C (methyl 1-benzyl-3-methylindoline-5-carboxylate). RXN SMILES: [CH2:1]([N:8]1[C:16]2[C:11](=[CH:12][C:13]([C:17]([O:19][CH3:20])=[O:18])=[CH:14][CH:15]=2)[C:10]([CH:21]=O)=[CH:9]1)[C:2]1[CH:7]=[CH:6][CH:5]=[CH:4][CH:3]=1.C([SiH](CC)CC)C>FC(F)(F)C(O)=O>[CH2:1]([N:8]1[C:16]2[C:11](=[CH:12][C:13]([C:17]([O:19][CH3:20])=[O:18])=[CH:14][CH:15]=2)[CH:10]([CH3:21])[CH2:9]1)[C:2]1[CH:3]=[CH:4][CH:5]=[CH:6][CH:7]=1. Reported procedure: A 500 mg portion of methyl 1-benzyl-3-formyl-1H-indole-5-carboxylate was dissolved in 17 ml of trifluoroacetic acid, and 2.70 ml of triethylsilane was added at 0° C., followed by stirring at room temperature for 3 hours. After evaporation of the solvent, ethyl acetate was added thereto, followed by washing with water, a saturated sodium bicarbonate aqueous solution and saturated brine and subsequent drying over anhydrous sodium sulfate. After evaporation of the solvent, the residue was purified ... Starting materials: FC1=C(C=C(C=O)C=C1)OC1=CC=CC=C1 (4-fluoro-3-phenoxy-benzaldehyde), solution, FC(F)(F)I (trifluoromethyl iodide), Cl (hydrochloric acid). Reagents/catalysts: [Zn] (zinc). Run in CN(C=O)C (dimethylformamide). Yields the product FC1=C(C=C(C=C1)C(C(F)(F)F)O)OC1=CC=CC=C1 (1-(4-fluoro-3-phenoxy-phenyl)-2,2,2-trifluoroethanol). Yield: 56.7%. Reaction SMILES: [F:1][C:2]1[CH:9]=[CH:8][C:5]([CH:6]=[O:7])=[CH:4][C:3]=1[O:10][C:11]1[CH:16]=[CH:15][CH:14]=[CH:13][CH:12]=1.[F:17][C:18](I)([F:20])[F:19].Cl>CN(C)C=O.[Zn]>[F:1][C:2]1[CH:9]=[CH:8][C:5]([CH:6]([OH:7])[C:18]([F:20])([F:19])[F:17])=[CH:4][C:3]=1[O:10][C:11]1[CH:12]=[CH:13][CH:14]=[CH:15][CH:16]=1. Reported procedure: A mixture of 2 g of 4-fluoro-3-phenoxy-benzaldehyde, 5 ml of dimethylforomamide, 2 g of electrolytic zinc and 15 ml of a solution of 13.5 mmols of trifluoromethyl iodide in dimethylformamide was ultrasonically irradiated for 15 minutes and the mixture was poured into aqueous N hydrochloric acid. The mixture was extracted with isopropyl ether and the organic phase was evaporated to dryness under reduced pressure. The residue was chromatographed over silica gel and was eluted with a 1-1 methylene ... Starting materials: FC(C(=O)[O-])(F)F (trifluoroacetate), C(C)(C)(C)OC(=O)N([C@@H](C(C)C)C(=O)N[C@@H](C(C)C)C(=O)N(C)[C@H]([C@@H](CC(=O)N1[C@@H](CCC1)[C@@H]([C@H](C(=O)N[C@@H](CC1=CC=CC=C1)C(=O)O)C)OC)OC)[C@H](CC)C)C (N-(tert-butoxycarbonyl)-N-methyl-L-valyl-N-[(3R,4S,5S)-1-{(2S)-2-[(1R,2R)-3-{[(1S)-1-carboxy-2-phenylethyl]amino}-1-methoxy-2-methyl-3-oxopropyl]pyrrolidin-1-yl}-3-methoxy-5-methyl-1-oxoheptan-4-yl]-N-methyl-L-valinamide), N1CCOCC1 (morpholine), compound, Intermediate 61, O=CCCC(=O)O (4-oxobutanoic acid), C(#N)[BH3-].[Na+] (sodium cyanoborohydride), FC(C(=O)O)(F)F (trifluoroacetic acid), Boc, Intermediate 79, C(C)(C)(C)OC(=O)N([C@@H](C(C)C)C(=O)N[C@@H](C(C)C)C(=O)N(C)[C@H]([C@@H](CC(=O)N1[C@@H](CCC1)[C@@H]([C@H](C(=O)N[C@@H](CC1=CC=CC=C1)C(=O)O)C)OC)OC)[C@H](CC)C)C (N-(tert-butoxycarbonyl)-N-methyl-L-valyl-N-[(3R,4S,5S)-1-{(2S)-2-[(1R,2R)-3-{[(1S)-1-carboxy-2-phenylethyl]amino}-1-methoxy-2-methyl-3-oxopropyl]pyrrolidin-1-yl}-3-methoxy-5-methyl-1-oxoheptan-4-yl]-N-methyl-L-valinamide), C=1C=CC2=C(C1)N=NN2O (HOBT). The solvent is C(CCl)Cl (EDC). The product is amine, C(=O)(O)CCCN([C@@H](C(C)C)C(=O)N[C@@H](C(C)C)C(=O)N(C)[C@H]([C@@H](CC(=O)N1[C@@H](CCC1)[C@@H]([C@H](C(=O)N[C@H](C(=O)N1CCOCC1)CC1=CC=CC=C1)C)OC)OC)[C@H](CC)C)C (N-(3-carboxypropyl)-N-methyl-L-valyl-N-[(3R,4S,5S)-3-methoxy-1-{(2S)-2-[(1R,2R)-1-methoxy-2-methyl-3-{[(2S)-1-(morpholin-4-yl)-1-oxo-3-phenylpropan-2-yl]amino}-3-oxopropyl]pyrrolidin-1-yl}-5-methyl-1-oxoheptan-4-yl]-N-methyl-L-valinamide). Reaction SMILES: C(OC([N:8]([CH3:59])[C@H:9]([C:13]([NH:15][C@H:16]([C:20]([N:22]([C@@H:24]([C@@H:55]([CH3:58])[CH2:56][CH3:57])[C@H:25]([O:53][CH3:54])[CH2:26][C:27]([N:29]1[CH2:33][CH2:32][CH2:31][C@H:30]1[C@H:34]([O:51][CH3:52])[C@@H:35]([CH3:50])[C:36]([NH:38][C@H:39]([C:47]([OH:49])=O)[CH2:40][C:41]1[CH:46]=[CH:45][CH:44]=[CH:43][CH:42]=1)=[O:37])=[O:28])[CH3:23])=[O:21])[CH:17]([CH3:19])[CH3:18])=[O:14])C(C)C)=O)(C)(C)C.[NH:60]1[CH2:65][CH2:64][O:63][CH2:62][CH2:61]1.[CH:66]1[CH:67]=CC2N(O)N=NC=2[CH:71]=1.F[C:77](F)(F)[C:78]([OH:80])=[O:79].F[C:84](F)(F)[C:85]([O-])=O.O=CCCC(O)=O.C([BH3-])#N.[Na+]>C(Cl)CCl>[C:78]([CH2:77][CH2:84][CH2:85][N:8]([CH3:59])[C@H:9]([C:13]([NH:15][C@H:16]([C:20]([N:22]([C@@H:24]([C@@H:55]([CH3:58])[CH2:56][CH3:57])[C@H:25]([O:53][CH3:54])[CH2:26][C:27]([N:29]1[CH2:33][CH2:32][CH2:31][C@H:30]1[C@H:34]([O:51][CH3:52])[C@@H:35]([CH3:50])[C:36]([NH:38][C@@H:39]([CH2:40][C:41]1[CH:46]=[CH:45][CH:44]=[CH:43][CH:42]=1)[C:47]([N:60]1[CH2:65][CH2:64][O:63][CH2:62][CH2:61]1)=[O:49])=[O:37])=[O:28])[CH3:23])=[O:21])[CH:17]([CH3:19])[CH3:18])=[O:14])[CH:66]([CH3:67])[CH3:71])([OH:80])=[O:79] |f:6.7|. Procedure: First, in analogy to the synthesis described in Intermediate 79, by coupling of N-(tert-butoxycarbonyl)-N-methyl-L-valyl-N-[(3R,4S,5S)-1-{(2S)-2-[(1R,2R)-3-{[(1S)-1-carboxy-2-phenylethyl]amino}-1-methoxy-2-methyl-3-oxopropyl]pyrrolidin-1-yl}-3-methoxy-5-methyl-1-oxoheptan-4-yl]-N-methyl-L-valinamide (Intermediate 46) and morpholine in the presence of EDC and HOBT and subsequent detachment of the Boc protecting group by means of trifluoroacetic acid, the amine compound N-methyl-L-valyl-N-[(3R,4S,... Product: CC1=CC=C(NC(=O)CNC2CCN(CC2)CCCC(=O)C2=CC=CC=C2)C=C1 (4-p-Methylanilinocarbonylmethylamino-1-(4-phenyl-4-oxobutyl) piperidine). Reaction SMILES: [NH2:1][CH:2]1[CH2:7][CH2:6][N:5]([CH2:8][CH2:9][CH2:10][C:11]([C:13]2[CH:18]=[CH:17][CH:16]=[CH:15][CH:14]=2)=[O:12])[CH2:4][CH2:3]1.[C:19]1([CH3:30])[CH:24]=[CH:23][C:22]([NH:25][C:26](=[O:29])[CH2:27]Cl)=[CH:21][CH:20]=1>>[CH3:30][C:19]1[CH:24]=[CH:23][C:22]([NH:25][C:26]([CH2:27][NH:1][CH:2]2[CH2:7][CH2:6][N:5]([CH2:8][CH2:9][CH2:10][C:11]([C:13]3[CH:14]=[CH:15][CH:16]=[CH:17][CH:18]=3)=[O:12])[CH2:4][CH2:3]2)=[O:29])=[CH:21][CH:20]=1. Procedure details: Using a procedure analogous to Example 1 4-amino-1-(4-phenyl-4-oxobutyl) piperidine may be reacted with N-(p-tolyl) chloro-acetamide to give the title compound. Starting materials: NC1CCN(CC1)CCCC(=O)C1=CC=CC=C1 (4-amino-1-(4-phenyl-4-oxobutyl) piperidine), C1(=CC=C(C=C1)NC(CCl)=O)C (N-(p-tolyl) chloro-acetamide).